From a dataset of the Open Reaction Database (ORD), a public repository of structured organic reaction records. describe an organic reaction: reactants, conditions, products, and yield The reactants are BrC1=CC(=C2C=NN(C2=C1)C)NC(=O)C1=NC(=CC=C1)C (N-(6-bromo-1-methyl-1H-indazol-4-yl)-6-methyl-2-pyridinecarboxamide), indole-4-boranepinacoloate ester, C([O-])([O-])=O.[Na+].[Na+] (sodium carbonate), O1CCOCC1 (1,4-dioxane). The reagents and catalysts are C1=CC=C(C=C1)P([C-]2C=CC=C2)C3=CC=CC=C3.C1=CC=C(C=C1)P([C-]2C=CC=C2)C3=CC=CC=C3.Cl[Pd]Cl.[Fe+2] (Pd(dppf)Cl2). The product is N1C=CC2=C(C=CC=C12)C1=CC(=C2C=NN(C2=C1)C)NC(=O)C1=NC(=CC=C1)C (N-[6-(1H-Indol-4-yl)-1-methyl-1H-indazol-4-yl]-6-methyl-2-pyridinecarboxamide). As a reaction SMILES: Br[C:2]1[CH:10]=[C:9]2[C:5]([CH:6]=[N:7][N:8]2[CH3:11])=[C:4]([NH:12][C:13]([C:15]2[CH:20]=[CH:19][CH:18]=[C:17]([CH3:21])[N:16]=2)=[O:14])[CH:3]=1.C(=O)([O-])[O-].[Na+].[Na+].O1[CH2:33][CH2:32]OCC1>C1C=CC(P(C2C=CC=CC=2)[C-]2C=CC=C2)=CC=1.C1C=CC(P(C2C=CC=CC=2)[C-]2C=CC=C2)=CC=1.Cl[Pd]Cl.[Fe+2]>[NH:7]1[C:32]2[C:33](=[C:10]([C:2]3[CH:10]=[C:9]4[C:5]([CH:6]=[N:7][N:8]4[CH3:11])=[C:4]([NH:12][C:13]([C:15]4[CH:20]=[CH:19][CH:18]=[C:17]([CH3:21])[N:16]=4)=[O:14])[CH:3]=3)[CH:2]=[CH:3][CH:4]=2)[CH:5]=[CH:6]1 |f:1.2.3,5.6.7.8|. Reported procedure: A mixture of N-(6-bromo-1-methyl-1H-indazol-4-yl)-6-methyl-2-pyridinecarboxamide (50 mg, 0.14 mmol), indole-4-boranepinacoloate ester (40 mg, 0.18 mmol, commercially available), Pd(dppf)Cl2 (22 mg, 0.03 mmol) and sodium carbonate (2M aqueous, 0.26 ml) in 1,4-dioxane (2 ml) was heated to 150° C. under microwave conditions for 10 minutes. The mixture was extracted with dichloromethane (2×15 ml) and concentrated in vacuo and the residue was purified by HPLC (Method B) to afford the title compound (... Starting materials: NC1=C2C=CC(=NC2=CC=C1)CN1CCOCC1 (5-amino-2-(morpholin-4-ylmethyl)quinoline), FC=1C=CC(=C(C1)C(CC(C=O)(C(F)(F)F)O)(C)C)OC (4-(5-fluoro-2-methoxyphenyl)-2-hydroxy-4-methyl-2-(trifluoromethyl)pentanal). Solvent: C(C)(=O)O (acetic acid), C1(=CC=CC=C1)C (toluene). The product is FC=1C=CC(=C(C1)C(CC(C=NC1=C2C=CC(=NC2=CC=C1)CN1CCOCC1)(O)C(F)(F)F)(C)C)OC (4-(5-Fluoro-2-methoxyphenyl)-1-(2-(morpholin-4-ylmethyl)quinolin-5-ylimino)-4-methyl-2-(trifluoromethyl)pentan-2-ol). RXN SMILES: [NH2:1][C:2]1[CH:11]=[CH:10][CH:9]=[C:8]2[C:3]=1[CH:4]=[CH:5][C:6]([CH2:12][N:13]1[CH2:18][CH2:17][O:16][CH2:15][CH2:14]1)=[N:7]2.[F:19][C:20]1[CH:21]=[CH:22][C:23]([O:38][CH3:39])=[C:24]([C:26]([CH3:37])([CH3:36])[CH2:27][C:28]([OH:35])([C:31]([F:34])([F:33])[F:32])[CH:29]=O)[CH:25]=1>C(O)(=O)C.C1(C)C=CC=CC=1>[F:19][C:20]1[CH:21]=[CH:22][C:23]([O:38][CH3:39])=[C:24]([C:26]([CH3:36])([CH3:37])[CH2:27][C:28]([C:31]([F:33])([F:34])[F:32])([OH:35])[CH:29]=[N:1][C:2]2[CH:11]=[CH:10][CH:9]=[C:8]3[C:3]=2[CH:4]=[CH:5][C:6]([CH2:12][N:13]2[CH2:14][CH2:15][O:16][CH2:17][CH2:18]2)=[N:7]3)[CH:25]=1. Procedure: Analogously to Example 37, 180 mg (0.74 mmol) of 5-amino-2-(morpholin-4-ylmethyl)quinoline is reacted with 274 mg (0.89 mmol) of 4-(5-fluoro-2-methoxyphenyl)-2-hydroxy-4-methyl-2-(trifluoromethyl)pentanal in 0.8 ml of concentrated acetic acid and 20 ml of toluene. After purification on silica gel with hexane-ethyl acetate (0-100%), 220 mg (56% of theory) of the product is obtained. Starting materials: Cn1cc(Br)cc(Br)c1=O, O=C([O-])[O-], C1COCCO1, CN(C)CCN(C)c1ccc(N)nc1, CCOC(C)=O, [Cs+], [Cs+], O. Product: CN(C)CCN(C)c1ccc(Nc2cc(Br)cn(C)c2=O)nc1. As a reaction SMILES: [Br:15][c:16]1[c:17](=[O:24])[n:18]([CH3:23])[cH:19][c:20]([Br:22])[cH:21]1.[C:25](=[O:26])([O-:27])[O-:28].[CH2:31]1[O:32][CH2:33][CH2:34][O:35][CH2:36]1.[CH3:1][N:2]([CH2:3][CH2:4][N:5]([c:6]1[cH:7][cH:8][c:9]([NH2:12])[n:10][cH:11]1)[CH3:13])[CH3:14].[CH3:37][CH2:38][O:39][C:40](=[O:41])[CH3:42].[Cs+:29].[Cs+:30].[OH2:43]>>[CH3:1][N:2]([CH2:3][CH2:4][N:5]([c:6]1[cH:7][cH:8][c:9]([NH:12][c:16]2[c:17](=[O:24])[n:18]([CH3:23])[cH:19][c:20]([Br:22])[cH:21]2)[n:10][cH:11]1)[CH3:13])[CH3:14]. Solvent: C1CCOC1 (THF), C1(=CC=CC=C1)C (toluene), C1CCOC1 (THF). RXN SMILES: [C:1]1([C:7]2[N:8]=[CH:9][O:10][C:11]=2[C:12]2[CH:17]=[CH:16][CH:15]=[CH:14][CH:13]=2)[CH:6]=[CH:5][CH:4]=[CH:3][CH:2]=1.[Li]CCCC.[C:23]([Si:27]([C:54]1[CH:59]=[CH:58][CH:57]=[CH:56][CH:55]=1)([C:48]1[CH:53]=[CH:52][CH:51]=[CH:50][CH:49]=1)[O:28][C:29]1[CH:30]=[C:31]([CH:45]=[CH:46][CH:47]=1)[CH2:32][C@:33]1([O:40][Si:41]([CH3:44])([CH3:43])[CH3:42])[CH2:38][CH2:37][CH2:36][CH2:35][C:34]1=O)([CH3:26])([CH3:25])[CH3:24].[OH-].COC(NS([N+](CC)(CC)CC)(=O)=O)=O>C1COCC1.C1(C)C=CC=CC=1>[C:1]1([C:7]2[N:8]=[C:9]([C:34]3[C@:33]([O:40][Si:41]([CH3:44])([CH3:43])[CH3:42])([CH2:32][C:31]4[CH:45]=[CH:46][CH:47]=[C:29]([O:28][Si:27]([C:23]([CH3:26])([CH3:24])[CH3:25])([C:54]5[CH:59]=[CH:58][CH:57]=[CH:56][CH:55]=5)[C:48]5[CH:49]=[CH:50][CH:51]=[CH:52][CH:53]=5)[CH:30]=4)[CH2:38][CH2:37][CH2:36][CH:35]=3)[O:10][C:11]=2[C:12]2[CH:13]=[CH:14][CH:15]=[CH:16][CH:17]=2)[CH:6]=[CH:5][CH:4]=[CH:3][CH:2]=1 |f:3.4|. Reaction conditions: time 30 minute. Yields the product C1(=CC=CC=C1)C=1N=C(OC1C1=CC=CC=C1)C=1[C@@](CCCC1)(CC1=CC(=CC=C1)O[Si](C1=CC=CC=C1)(C1=CC=CC=C1)C(C)(C)C)O[Si](C)(C)C ((R)-2-(4,5-diphenyloxazol-2-yl)-1-trimethylsilyloxy-1-[3-(tertbutyldiphenylsiloxy)benzyl]-2-cyclohexene). Yield: 96.4%. Reactants: C(C)(C)(C)[Si](OC=1C=C(C[C@]2(C(CCCC2)=O)O[Si](C)(C)C)C=CC1)(C1=CC=CC=C1)C1=CC=CC=C1 ((R)-1-[3-(tertbutyldiphenyl-silyloxy)benzyl]-1-trimethylsilyoxy-2-cyclohexanone), [OH-].COC(=O)NS(=O)(=O)[N+](CC)(CC)CC ((methoxycarbonylsulfamoyl)triethyl-ammonium hydroxide), salt, C1(=CC=CC=C1)C=1N=COC1C1=CC=CC=C1 ((4,5-diphenyl)oxazole), [Li]CCCC (n-BuLi). Reported procedure: To a solution of (4,5-diphenyl)oxazole (17 g) in THF (100 ml) was added n-BuLi (57 ml, 1.6N-solution in hexane) at −78° C. After stirring for 30 minutes, a solution of (R)-1-[3-(tertbutyldiphenyl-silyloxy)benzyl]-1-trimethylsilyoxy-2-cyclohexanone (27 g) in THF (50 ml) was added to the above mixture at the same temperature. After stirring for 1 hour, the reaction mixture was partitioned between EtOAc and water. The organic layer was washed with 1N-HCl solution and brine. The organic solvent was ... Reactants: [Si](C)(C)(C(C)(C)C)OC[C@H]1CNC[C@@H]1C1=CC=CC=C1 (3-(R)-(t-Butyldimethylsilyloxymethyl)-4-(S)-phenyl pyrrolidine), O[C@H](C(=O)OCC1=CC=CC=C1)CC1CCC1 (2-(S)Hydroxy-3-(cyclobutyl)propanoic acid, benzyl ester). Product: C(=O)[C@H]1CN(C[C@@H]1C1=CC=CC=C1)[C@@H](C(=O)OCC1=CC=CC=C1)CC1CCC1 (2-(R)-(3-(R)-Formyl-4-(S)-(phenyl)pyrrolidin-1-yl)-3-(cyclobutyl)propanoic acid, benzyl ester). Reaction SMILES: [Si]([O:8][CH2:9][C@@H:10]1[C@@H:14]([C:15]2[CH:20]=[CH:19][CH:18]=[CH:17][CH:16]=2)[CH2:13][NH:12][CH2:11]1)(C(C)(C)C)(C)C.O[C@@H:22]([CH2:33][CH:34]1[CH2:37][CH2:36][CH2:35]1)[C:23]([O:25][CH2:26][C:27]1[CH:32]=[CH:31][CH:30]=[CH:29][CH:28]=1)=[O:24]>>[CH:9]([C@@H:10]1[C@@H:14]([C:15]2[CH:16]=[CH:17][CH:18]=[CH:19][CH:20]=2)[CH2:13][N:12]([C@H:22]([CH2:33][CH:34]2[CH2:37][CH2:36][CH2:35]2)[C:23]([O:25][CH2:26][C:27]2[CH:28]=[CH:29][CH:30]=[CH:31][CH:32]=2)=[O:24])[CH2:11]1)=[O:8]. Procedure: The title compound was prepared from 3-(R)-(t-butyldimethylsilyloxymethyl)-4-(S)-phenyl pyrrolidine (from EXAMPLE 1, Step E) and 2-(S)-hydroxy-3-(cyclobutyl)propanoic acid, benzyl ester (from EXAMPLE 25, Step A) using procedures analogous to those described in EXAMPLE 1, Steps G-I. For the title compound: 1H NMR (300 MHz) δ 1.542.08 (m, 8H), 2.31 (m, 1H), 2.75 (t, J=8.6 Hz, 1H), 2.96 (m, 1H), 3.11-3.35 (m, 4H), 3.56 (q, J=7.9 Hz, H3), 5.16 (s, 2H), 7.19-7.39 (m, 10H), 9.63 (d, J=2.2 Hz, 1H).